Dataset: the Open Reaction Database (ORD), a public repository of structured organic reaction records. Task: describe an organic reaction: reactants, conditions, products, and yield Reactants: COC=C(C(=O)OC)c1csc2ccc(CBr)cc12, CS(C)=O, [Na+], O, O=C([O-])O. Yields the product COC=C(C(=O)OC)c1csc2ccc(C=O)cc12. Reaction SMILES: [Br:1][CH2:2][c:3]1[cH:4][c:5]2[c:6]([s:7][cH:8][c:9]2[C:10]([C:11](=[O:12])[O:13][CH3:14])=[CH:15][O:16][CH3:17])[cH:18][cH:19]1.[CH3:20][S:21]([CH3:22])=[O:23].[Na+:24].[OH2:29].[OH:25][C:26](=[O:27])[O-:28]>>[CH:2]([c:3]1[cH:4][c:5]2[c:6]([s:7][cH:8][c:9]2[C:10]([C:11](=[O:12])[O:13][CH3:14])=[CH:15][O:16][CH3:17])[cH:18][cH:19]1)=[O:23]. Procedure: From 2,3-dichlorobenzoic acid and 5-(2-amino-1-(4,4-difluoropiperidin-1-yl)ethyl)-1-methylpyridin-2(1H)-one. The reactants are ClC1=C(C(=O)O)C=CC=C1Cl (2,3-dichlorobenzoic acid), NCC(N1CCC(CC1)(F)F)C=1C=CC(N(C1)C)=O (5-(2-amino-1-(4,4-difluoropiperidin-1-yl)ethyl)-1-methylpyridin-2(1H)-one). Reaction SMILES: [Cl:1][C:2]1[C:10]([Cl:11])=[CH:9][CH:8]=[CH:7][C:3]=1[C:4]([OH:6])=O.[NH2:12][CH2:13][CH:14]([C:23]1[CH:24]=[CH:25][C:26](=[O:30])[N:27]([CH3:29])[CH:28]=1)[N:15]1[CH2:20][CH2:19][C:18]([F:22])([F:21])[CH2:17][CH2:16]1>>[Cl:1][C:2]1[C:10]([Cl:11])=[CH:9][CH:8]=[CH:7][C:3]=1[C:4]([NH:12][CH2:13][CH:14]([N:15]1[CH2:20][CH2:19][C:18]([F:22])([F:21])[CH2:17][CH2:16]1)[C:23]1[CH:24]=[CH:25][C:26](=[O:30])[N:27]([CH3:29])[CH:28]=1)=[O:6]. Product: ClC1=C(C(=O)NCC(C2=CN(C(C=C2)=O)C)N2CCC(CC2)(F)F)C=CC=C1Cl (2,3-dichloro-N-(2-(4,4-difluoropiperidin-1-yl)-2-(1-methyl-6-oxo-1,6-dihydropyridin-3-yl)ethyl)benzamide).